Dataset: the Open Reaction Database (ORD), a public repository of structured organic reaction records. Task: describe an organic reaction: reactants, conditions, products, and yield Starting materials: C(C)(C)(C)OC(=O)N1C[C@H]2CC3=CC=C(N=C3N2[C@@H](C1)C)C(O[SiH](C)C)C(C(C)C)(C)C ((4R,9aR)-6-[dimethyl-(1,1,2-trimethyl-propyl)-silanyloxymethyl]-4-methyl-3,4,9,9a-tetrahydro-1H-2,4a,5-triaza-fluorene-2-carboxylic acid tert-butyl ester), BrN1C(CCC1=O)=O (N-bromosuccinimide). Solvent: O1CCCC1 (tetrahydrofuran), C(C)(=O)OCC (ethyl acetate). The product is C(C)(C)(C)OC(=O)N1C[C@H]2CC3=CC(=C(N=C3N2[C@@H](C1)C)C(O[SiH](C)C)C(C(C)C)(C)C)Br ((4R,9aR)-7-Bromo-6-[dimethyl-(1,1,2-trimethyl-propyl)-silanyloxymethyl]-4-methyl-3,4,9,9a-tetrahydro-1H-2,4a,5-triaza-fluorene-2-carboxylic acid tert-butyl ester). Yield: 100.0%. As a reaction SMILES: [C:1]([O:5][C:6]([N:8]1[CH2:20][C@@H:19]([CH3:21])[N:18]2[C@H:10]([CH2:11][C:12]3[C:17]2=[N:16][C:15]([CH:22]([C:27]([CH3:32])([CH3:31])[CH:28]([CH3:30])[CH3:29])[O:23][SiH:24]([CH3:26])[CH3:25])=[CH:14][CH:13]=3)[CH2:9]1)=[O:7])([CH3:4])([CH3:3])[CH3:2].[Br:33]N1C(=O)CCC1=O>O1CCCC1.C(OCC)(=O)C>[C:1]([O:5][C:6]([N:8]1[CH2:20][C@@H:19]([CH3:21])[N:18]2[C@H:10]([CH2:11][C:12]3[C:17]2=[N:16][C:15]([CH:22]([C:27]([CH3:31])([CH3:32])[CH:28]([CH3:29])[CH3:30])[O:23][SiH:24]([CH3:26])[CH3:25])=[C:14]([Br:33])[CH:13]=3)[CH2:9]1)=[O:7])([CH3:4])([CH3:3])[CH3:2]. Reported procedure: To a solution of 22.78 g (4R,9aR)-6-[dimethyl-(1,1,2-trimethyl-propyl)-silanyloxymethyl]-4-methyl-3,4,9,9a-tetrahydro-1H-2,4a,5-triaza-fluorene-2-carboxylic acid tert-butyl ester in 200 ml tetrahydrofuran was added at 0° C. 8.78 g (0.049 mol) N-bromosuccinimide and the mixture was stirred at 0° C. for 30 minutes. The reaction mixture was diluted with 500 ml ethyl acetate and extracted sequentially with a 10% aqueous solution of sodium thiosulfate, a 10% aqueous solution of citric acid, water and... Yields the product ClC=1C=NC=CC1N(N1C=C(C2=CC=CC=C12)C)CCC (N-(3-Chloro-4-pyridinyl)-3-methyl-N-propyl-1H-indol-1-amine). Starting materials: ClC=1C=NC=CC1NN1C=C(C2=CC=CC=C12)C (N-(3-chloro-4-pyridinyl)-3-methyl-1H-indol-1-amine), BrCCC (1-bromopropane), [H-].[Na+] (NaH). Procedure details: The title compound was prepared from N-(3-chloro-4-pyridinyl)-3-methyl-1H-indol-1-amine and 1-bromopropane with the aid of NaH in substantially the same manner as in Example 4, m.p. 68°-70°. As a reaction SMILES: [Cl:1][C:2]1[CH:3]=[N:4][CH:5]=[CH:6][C:7]=1[NH:8][N:9]1[C:17]2[C:12](=[CH:13][CH:14]=[CH:15][CH:16]=2)[C:11]([CH3:18])=[CH:10]1.Br[CH2:20][CH2:21][CH3:22].[H-].[Na+]>>[Cl:1][C:2]1[CH:3]=[N:4][CH:5]=[CH:6][C:7]=1[N:8]([CH2:20][CH2:21][CH3:22])[N:9]1[C:17]2[C:12](=[CH:13][CH:14]=[CH:15][CH:16]=2)[C:11]([CH3:18])=[CH:10]1 |f:2.3|. The reactants are N1=CC=C(C=C1)CC(=O)OCC (ethyl 4-pyridylacetate), FC=1C=C(C=O)C=CC1 (3-fluorobenzaldehyde). Solvent: C(C)(=O)OC(C)=O (acetic anhydride), C(C)N(CC)CC (triethylamine). The product is FC=1C=C(C=CC1)/C=C(/C(=O)OCC)\C1=CC=NC=C1 (Ethyl (E)-3-(3-fluorophenyl)-2-(4-pyridyl)-2-propenoate). The yield is 62.2%. Reaction SMILES: [N:1]1[CH:6]=[CH:5][C:4]([CH2:7][C:8]([O:10][CH2:11][CH3:12])=[O:9])=[CH:3][CH:2]=1.[F:13][C:14]1[CH:15]=[C:16]([CH:19]=[CH:20][CH:21]=1)[CH:17]=O>C(OC(=O)C)(=O)C.C(N(CC)CC)C>[F:13][C:14]1[CH:15]=[C:16](/[CH:17]=[C:7](\[C:4]2[CH:5]=[CH:6][N:1]=[CH:2][CH:3]=2)/[C:8]([O:10][CH2:11][CH3:12])=[O:9])[CH:19]=[CH:20][CH:21]=1. Reported procedure: A solution of ethyl 4-pyridylacetate (25.0 g, 0.151 mol) and 3-fluorobenzaldehyde (20.7 g, 0.167 mol) in a mixture of acetic anhydride (100 mL) and triethylamine (20 mL) was heated under reflux for 5.5 hours. After standing to cool, the reaction mixture was concentrated. The residue was diluted with ethyl acetate and a saturated aqueous sodium hydrogencarbonate solution, and the aqueous layer was extracted with ethyl acetate. The combined organic layers were washed with a saturated aqueous sodiu...